Dataset: the Open Reaction Database (ORD), a public repository of structured organic reaction records. Task: describe an organic reaction: reactants, conditions, products, and yield Starting materials: C(C)N1CCN(CC1)C1=CC(=C(C=C1)NC(OC(C)(C)C)=O)[N+](=O)[O-] (tert-butyl 4-(4-ethylpiperazin-1-yl)-2-nitrophenylcarbamate), C(=O)(C(F)(F)F)O (TFA). The solvent is C(Cl)Cl (DCM). Run at time 3 hour. Product: C(C)N1CCN(CC1)C1=CC(=C(N)C=C1)[N+](=O)[O-] (4-(4-Ethylpiperazin-1-yl)-2-nitroaniline). The yield is 89.0%. RXN SMILES: [CH2:1]([N:3]1[CH2:8][CH2:7][N:6]([C:9]2[CH:14]=[CH:13][C:12]([NH:15]C(=O)OC(C)(C)C)=[C:11]([N+:23]([O-:25])=[O:24])[CH:10]=2)[CH2:5][CH2:4]1)[CH3:2].C(O)(C(F)(F)F)=O>C(Cl)Cl>[CH2:1]([N:3]1[CH2:8][CH2:7][N:6]([C:9]2[CH:14]=[CH:13][C:12]([NH2:15])=[C:11]([N+:23]([O-:25])=[O:24])[CH:10]=2)[CH2:5][CH2:4]1)[CH3:2]. Reported procedure: To a solution of tert-butyl 4-(4-ethylpiperazin-1-yl)-2-nitrophenylcarbamate (3.3 g, 9.43 mmol) in DCM (50 mL) was added TFA (20 mL) at 0° C., the resulting mixture was stirred for 3 hours at rt. After removal of all volatiles in vacuo, the residue was re-dissolved in DCM, neutralized with saturated aqueous K2CO3 and extracted with DCM. The combined extracts were concentrated to obtain the title compound (2.1 g, yield: 90%), which was used directly in the next step. 1H NMR (400 MHz, DMSO-d6) δ 1...